describe an organic reaction: reactants, conditions, products, and yield From a dataset of the Open Reaction Database (ORD), a public repository of structured organic reaction records. Reactants: CC(C)([O-])C.[K+] (potassium t-butoxide), ClC1=CC=C(C=C1)S(=O)(=O)NCCCCC(CCC(=O)OC)CC=CC=1C=NC=CC1 (methyl 8-(p-chlorophenylsulfonamido)-4-[3-(3-pyridyl)-2-propenyl]octanoate), Cl (hydrochloric acid). Run in O1CCCC1 (tetrahydrofuran), O1CCOCC1 (dioxane), [OH-].[Na+] (sodium hydroxide), C(C)(C)(C)O (t-butanol). Run at time 18 hour. Yields the product ClC1=CC=C(C=C1)S(=O)(=O)NCCCCC(CCC(=O)[O-])CC=CC=1C=NC=CC1.[K+] (potassium 8-(p-chlorophenylsulfonamido)-4-[3-(3-pyridyl)-2-propenyl]octanoate). RXN SMILES: [Cl:1][C:2]1[CH:7]=[CH:6][C:5]([S:8]([NH:11][CH2:12][CH2:13][CH2:14][CH2:15][CH:16]([CH2:23][CH:24]=[CH:25][C:26]2[CH:27]=[N:28][CH:29]=[CH:30][CH:31]=2)[CH2:17][CH2:18][C:19]([O:21]C)=[O:20])(=[O:10])=[O:9])=[CH:4][CH:3]=1.Cl.CC(C)([O-])C.[K+:38]>O1CCOCC1.[OH-].[Na+].C(O)(C)(C)C.O1CCCC1>[Cl:1][C:2]1[CH:3]=[CH:4][C:5]([S:8]([NH:11][CH2:12][CH2:13][CH2:14][CH2:15][CH:16]([CH2:23][CH:24]=[CH:25][C:26]2[CH:27]=[N:28][CH:29]=[CH:30][CH:31]=2)[CH2:17][CH2:18][C:19]([O-:21])=[O:20])(=[O:9])=[O:10])=[CH:6][CH:7]=1.[K+:38] |f:2.3,5.6,9.10|. Reported procedure: A mixture of 0.097 g of methyl 8-(p-chlorophenylsulfonamido)-4-[3-(3-pyridyl)-2-propenyl]octanoate in 1 mL dioxane and 0.45 mL 1N sodium hydroxide is stirred at room temperature for 18 hours. The mixture is acidified with 0.45 mL of 1N hydrochloric acid and then subjected to evaporation. The residue is triturated with methylene chloride and the organic phase is dried, filtered and evaporated to yield a light amber oil. The oil is dissolved in 1 mL t-butanol and one equivalent of potassium t-buto... Reactants: C1(=CC=C(C=C1)N1N=C(C=C1NC(OC1=CC=CC=C1)=O)C(F)(F)F)C (phenyl 1-p-tolyl-3-(trifluoromethyl)-1H-pyrazol-5-ylcarbamate), COC=1C=C2C(=NC=NC2=CC1OC)OC=1C=C(N)C=CC1 (3-(6,7-dimethoxyquinazolin-4-yloxy)aniline). The reagents and catalysts are CN(C1=CC=NC=C1)C (4-(dimethylamino)pyridine). The solvent is C1CCOC1 (THF). The product is COC=1C=C2C(=NC=NC2=CC1OC)OC=1C=C(C=CC1)NC(=O)NC1=CC(=NN1C1=CC=C(C=C1)C)C(F)(F)F (1-[3-(6,7-dimethoxyquinazolin-4-yloxy)phenyl]-3-[1-p-tolyl-3-(trifluoromethyl)-1H-pyrazol-5-yl]urea). Yield: 59.0%. Reaction SMILES: [C:1]1([CH3:26])[CH:6]=[CH:5][C:4]([N:7]2[C:11]([NH:12][C:13](=[O:21])OC3C=CC=CC=3)=[CH:10][C:9]([C:22]([F:25])([F:24])[F:23])=[N:8]2)=[CH:3][CH:2]=1.[CH3:27][O:28][C:29]1[CH:30]=[C:31]2[C:36](=[CH:37][C:38]=1[O:39][CH3:40])[N:35]=[CH:34][N:33]=[C:32]2[O:41][C:42]1[CH:43]=[C:44]([CH:46]=[CH:47][CH:48]=1)[NH2:45]>CN(C)C1C=CN=CC=1.C1COCC1>[CH3:27][O:28][C:29]1[CH:30]=[C:31]2[C:36](=[CH:37][C:38]=1[O:39][CH3:40])[N:35]=[CH:34][N:33]=[C:32]2[O:41][C:42]1[CH:43]=[C:44]([NH:45][C:13]([NH:12][C:11]2[N:7]([C:4]3[CH:3]=[CH:2][C:1]([CH3:26])=[CH:6][CH:5]=3)[N:8]=[C:9]([C:22]([F:23])([F:25])[F:24])[CH:10]=2)=[O:21])[CH:46]=[CH:47][CH:48]=1. Reported procedure: According to the procedure described in Example 162B, the intermediate phenyl 1-p-tolyl-3-(trifluoromethyl)-1H-pyrazol-5-ylcarbamate from the previous step (0.145 g, 0.4 mmol) was reacted with 3-(6,7-dimethoxyquinazolin-4-yloxy)aniline from Example 113A (0.119 g, 0.4 mmol), and 4-(dimethylamino)pyridine (0.025 g) in THF (6 mL), to afford 1-[3-(6,7-dimethoxyquinazolin-4-yloxy)phenyl]-3-[1-p-tolyl-3-(trifluoromethyl)-1H-pyrazol-5-yl]urea as a solid (0.134 g, 59%). 1H NMR (300 MHz, DMSO-d6) δ 9.32 ... Starting materials: BrC=1C=C2C[C@H](CC2=CC1)NS(=O)(=O)C(C)C (N-[(2S)-5-bromo-2,3-dihydro-1H-inden-2-yl]-2-propanesulfonamide), C1(=CC=CC=C1)O (phenol), C([O-])([O-])=O.[Cs+].[Cs+] (caesium carbonate), CN(CC(=O)O)C (N,N-dimethylglycine). The reagents and catalysts are [Cu]I (copper(I) iodide). Solvent: CS(=O)C (DMSO). Run at temperature 190 celsius. The product is C1(=CC=CC=C1)OC=1C=C2C[C@H](CC2=CC1)NS(=O)(=O)C(C)C (N-[(2S)-5-(phenyloxy)-2,3-dihydro-1H-inden-2-yl]-2-propanesulfonamide). The yield is 47.7%. RXN SMILES: Br[C:2]1[CH:3]=[C:4]2[C:8](=[CH:9][CH:10]=1)[CH2:7][C@H:6]([NH:11][S:12]([CH:15]([CH3:17])[CH3:16])(=[O:14])=[O:13])[CH2:5]2.[C:18]1([OH:24])[CH:23]=[CH:22][CH:21]=[CH:20][CH:19]=1.C(=O)([O-])[O-].[Cs+].[Cs+].CN(C)CC(O)=O>CS(C)=O.[Cu]I>[C:18]1([O:24][C:2]2[CH:3]=[C:4]3[C:8](=[CH:9][CH:10]=2)[CH2:7][C@H:6]([NH:11][S:12]([CH:15]([CH3:17])[CH3:16])(=[O:14])=[O:13])[CH2:5]3)[CH:23]=[CH:22][CH:21]=[CH:20][CH:19]=1 |f:2.3.4|. Procedure: A reaction mixture of N-[(2S)-5-bromo-2,3-dihydro-1H-inden-2-yl]-2-propanesulfonamide (100 mg, 0.31 mmol, Description 1), phenol (30 mg, 0.32 mmol), caesium carbonate (308 mg, 0.94 mmol), copper(I) iodide (66 mg, 0.35 mmol) and N,N-dimethylglycine (39 mg, 0.38 mmol) in DMSO (1.5 ml) was heated in a microwave at 190° C. for 30 minutes. The mixture was quenched with hydrochloric acid (2M) and then partitioned between dichloromethane and water. The organic solution was dried (MgSO4) and evaporated ... Solvent: CO (methanol). The product is FC([C@H](CN1CCC2=C(CC1)C=C(C=C2)N)OC)(F)F (3-((S)-3,3,3-trifluoro-2-methoxy-propyl)-2,3,4,5-tetrahydro-1H-benzo[d]azepin-7-ylamine), solid. Yield: 73.0%. The reagents and catalysts are [Pd] (palladium on carbon). Starting materials: [N+](=O)([O-])C1=CC2=C(CCN(CC2)C[C@@H](C(F)(F)F)OC)C=C1 (7-Nitro-3-((S)-3,3,3-trifluoro-2-methoxy-propyl)-2,3,4,5-tetrahydro-1H-benzo[d]azepine). Conditions: time 30 minute. RXN SMILES: [N+:1]([C:4]1[CH:22]=[CH:21][C:7]2[CH2:8][CH2:9][N:10]([CH2:13][C@H:14]([O:19][CH3:20])[C:15]([F:18])([F:17])[F:16])[CH2:11][CH2:12][C:6]=2[CH:5]=1)([O-])=O>CO.[Pd]>[F:18][C:15]([F:16])([F:17])[C@@H:14]([O:19][CH3:20])[CH2:13][N:10]1[CH2:11][CH2:12][C:6]2[CH:5]=[C:4]([NH2:1])[CH:22]=[CH:21][C:7]=2[CH2:8][CH2:9]1. Reported procedure: 7-Nitro-3-((S)-3,3,3-trifluoro-2-methoxy-propyl)-2,3,4,5-tetrahydro-1H-benzo[d]azepine (171 mg, 0.538 mmol, 1.0 eq) was placed in methanol (20 mL) and 10% palladium on carbon (17 mg) was added. The reaction was hydrogenated at 25 psi for 30 minutes. The mixture was then filtered through celite and concentrated under reduced pressure to obtain 3-((S)-3,3,3-trifluoro-2-methoxy-propyl)-2,3,4,5-tetrahydro-1H-benzo[d]azepin-7-ylamine as a green amorphous solid (113 mg, 73%). LCMS (m/e) 289 (M+1); 1H-... Reactants: OC=1C=C2C=CC(NC2=CC1)=O (6-hydroxycarbostyril), CC[O-].[Na+] (sodium ethylate), [I-].[Na+] (sodium iodide), CN(C1=CC=CC=C1)C(CCCCl)=O (N-methyl-N-(4-chlorobutyryl)aniline), [Na+].[Cl-] (NaCl). Solvent: C(C)O (ethanol). Product: CN(C1=CC=CC=C1)C(=O)CCCOC=1C=C2C=CC(NC2=CC1)=O (6-[3-(N-methylanilinocarbonyl)propoxy]carbostyril). Reaction SMILES: [OH:1][C:2]1[CH:3]=[C:4]2[C:9](=[CH:10][CH:11]=1)[NH:8][C:7](=[O:12])[CH:6]=[CH:5]2.CC[O-].[Na+].[I-].[Na+].[CH3:19][N:20]([C:27](=[O:32])[CH2:28][CH2:29][CH2:30]Cl)[C:21]1[CH:26]=[CH:25][CH:24]=[CH:23][CH:22]=1.[Na+].[Cl-]>C(O)C>[CH3:19][N:20]([C:27]([CH2:28][CH2:29][CH2:30][O:1][C:2]1[CH:3]=[C:4]2[C:9](=[CH:10][CH:11]=1)[NH:8][C:7](=[O:12])[CH:6]=[CH:5]2)=[O:32])[C:21]1[CH:26]=[CH:25][CH:24]=[CH:23][CH:22]=1 |f:1.2,3.4,6.7|. Procedure details: 1.6 Grams of 6-hydroxycarbostyril, 0.7 g of sodium ethylate, 1.6 g of sodium iodide and 2.4 g of N-methyl-N-(4-chlorobutyryl)aniline are added to 30 ml of ethanol and refluxed under agitation for 6 hours. After the reaction, the reaction solution is poured into 200 ml of saturated NaCl solution and the precipitated crystals are filtered out and washed with water. The obtained crude crystals are recrystallized from chloroform-petroleum ether to obtain 1.3 g of 6-[3-(N-methylanilinocarbonyl)propox... The reactants are C(C1=CC=CC=C1)ONC(=O)C=1C(=NC(=C(C1)F)Cl)Cl (N-benzyloxy-2,6-dichloro-5-fluoro-3-pyridinecarboxamide), CC1=CC=C(C=C1)N=C=O (4-methylphenyl isocyanate), [H-].[Na+] (NaH), oil. Run in CC(=O)N(C)C (DMA). Product: C(C1=CC=CC=C1)ON1C(N(C2=C(C1=O)C=C(C(=N2)Cl)F)C2=CC=C(C=C2)C)=O (3-Benzyloxy-7-chloro-6-fluoro-1-(4-methylphenyl)-1H-pyrido[2,3-d]pyrimidine-2,4-dione). Yield: 73.2%. RXN SMILES: [CH2:1]([O:8][NH:9][C:10]([C:12]1[C:13](Cl)=[N:14][C:15]([Cl:19])=[C:16]([F:18])[CH:17]=1)=[O:11])[C:2]1[CH:7]=[CH:6][CH:5]=[CH:4][CH:3]=1.[H-].[Na+].[CH3:23][C:24]1[CH:29]=[CH:28][C:27]([N:30]=[C:31]=[O:32])=[CH:26][CH:25]=1>CC(N(C)C)=O>[CH2:1]([O:8][N:9]1[C:10](=[O:11])[C:12]2[CH:17]=[C:16]([F:18])[C:15]([Cl:19])=[N:14][C:13]=2[N:30]([C:27]2[CH:28]=[CH:29][C:24]([CH3:23])=[CH:25][CH:26]=2)[C:31]1=[O:32])[C:2]1[CH:7]=[CH:6][CH:5]=[CH:4][CH:3]=1 |f:1.2|. Procedure details: Using the General Method 5, the reaction of N-benzyloxy-2,6-dichloro-5-fluoro-3-pyridinecarboxamide (Example M-2, 2.00 g, 6.34 mmol) and 60% NaH in oil (300 mg, 7.52 mmol) with 4-methylphenyl isocyanate (1.20 mL, 9.51 mmol) in DMA afforded crude product. Recrystallization from chloroform provided 1.91 g of the title compound as a solid, mp 218-219° C.